This data is from the Open Reaction Database (ORD), a public repository of structured organic reaction records. The task is: describe an organic reaction: reactants, conditions, products, and yield Starting materials: N(=O)[O-].[Na+] (sodium nitrite), cuprous chloride, liquid, S(=O)=O (sulfur dioxide), CN(S(=O)(=O)CC1=C(C=CC=C1)N)C (N,N-dimethyl-2-aminobenzenemethanesulfonamide), ice water. The solvent is O (water), C(C)(=O)O (acetic acid), Cl (hydrochloric acid), C(C)(=O)O (acetic acid). Run at time 15 minute. Product: CN(S(=O)(=O)CC1=C(C=CC=C1)S(=O)(=O)N)C (2-[(dimethylamino)sulfonylmethyl]benzenesulfonamide). RXN SMILES: [CH3:1][N:2]([CH3:14])[S:3]([CH2:6][C:7]1[CH:12]=[CH:11][CH:10]=[CH:9][C:8]=1N)(=[O:5])=[O:4].[N:15]([O-])=O.[Na+].[S:19](=[O:21])=[O:20]>Cl.C(O)(=O)C.O>[CH3:1][N:2]([CH3:14])[S:3]([CH2:6][C:7]1[CH:12]=[CH:11][CH:10]=[CH:9][C:8]=1[S:19]([NH2:15])(=[O:21])=[O:20])(=[O:5])=[O:4] |f:1.2|. Procedure: To a solution of 53.5 g of the product of Example 3 in a mixture of 225 ml of concentrated hydrochloric acid and 75 ml of glacial acetic acid was added a solution of 21.4 g of sodium nitrite in 70 ml of water at -5° to 0°. The solution was stirred at 0° for 15 minutes, then poured into a mixture of 6 g of cuprous chloride, 48 ml of liquid sulfur dioxide in 300 ml of glacial acetic acid at 0°-4°. This mixture was stirred at 0° for 1 hour, then at 25° for 2 hours before being poured into 2 liters ... Reactants: C, CCO, CC(Oc1cccc(Oc2ccccc2[N+](=O)[O-])c1)c1nnn[nH]1, [Pd]. The product is CC(Oc1cccc(Oc2ccccc2N)c1)c1nnn[nH]1. Reaction SMILES: [C:28].[CH3:25][CH2:26][OH:27].[N+:1]([O-:2])(=[O:3])[c:4]1[c:5]([O:6][c:7]2[cH:8][c:9]([O:10][CH:11]([CH3:12])[c:13]3[n:14][n:15][n:16][nH:17]3)[cH:18][cH:19][cH:20]2)[cH:21][cH:22][cH:23][cH:24]1.[Pd:29]>>[NH2:1][c:4]1[c:5]([O:6][c:7]2[cH:8][c:9]([O:10][CH:11]([CH3:12])[c:13]3[n:14][n:15][n:16][nH:17]3)[cH:18][cH:19][cH:20]2)[cH:21][cH:22][cH:23][cH:24]1. Starting materials: C(C)(C)C=1C(NC(NC1C(C1=CC(=CC(=C1)C)C)=O)=O)=O (5-Isopropyl-6-(3,5-dimethylbenzoyl)-2,4-pyrimidinedione), BrC=1C=C(CBr)C=C(C1)Br (3,5-dibromobenzyl bromide). The product is BrC=1C=C(CN2C(NC(C(=C2C(C2=CC(=CC(=C2)C)C)=O)C(C)C)=O)=O)C=C(C1)Br (1-(3,5-Dibromobenzyl)-5-isopropyl-6-(3,5-dimethylbenzoyl)-2,4-pyrimidinedione). Isolated yield 75.2%. Reaction SMILES: [CH:1]([C:4]1[C:5](=[O:21])[NH:6][C:7](=[O:20])[NH:8][C:9]=1[C:10](=[O:19])[C:11]1[CH:16]=[C:15]([CH3:17])[CH:14]=[C:13]([CH3:18])[CH:12]=1)([CH3:3])[CH3:2].[Br:22][C:23]1[CH:24]=[C:25]([CH:28]=[C:29]([Br:31])[CH:30]=1)[CH2:26]Br>>[Br:22][C:23]1[CH:24]=[C:25]([CH:28]=[C:29]([Br:31])[CH:30]=1)[CH2:26][N:8]1[C:9]([C:10](=[O:19])[C:11]2[CH:12]=[C:13]([CH3:18])[CH:14]=[C:15]([CH3:17])[CH:16]=2)=[C:4]([CH:1]([CH3:3])[CH3:2])[C:5](=[O:21])[NH:6][C:7]1=[O:20]. Reported procedure: 5-Isopropyl-6-(3,5-dimethylbenzoyl)-2,4-pyrimidinedione and 3,5-dibromobenzyl bromide were reacted by the same way with the example 1 to obtain the titled compound (402 mg, yield: 75.2%). The reactants are C(=O)(C(=O)OCC)NC=1SC(=CC1)C(C)C (2-Ethoxalylamino-5-isopropylthiophene), [N+](=O)(O)[O-] (nitric acid). Run in C(C)(=O)OC(C)=O (acetic anhydride), C(C)(=O)O (acetic acid). Conditions: temperature -10 celsius, time 20 minute. The product is C(=O)(C(=O)OCC)NC=1SC(=CC1[N+](=O)[O-])C(C)C (2-ethoxalylamino-5-isopropyl-3-nitrothiophene). Yield: 58.8%. Reaction SMILES: [C:1]([NH:8][C:9]1[S:10][C:11]([CH:14]([CH3:16])[CH3:15])=[CH:12][CH:13]=1)([C:3]([O:5][CH2:6][CH3:7])=[O:4])=[O:2].[N+:17]([O-])([OH:19])=[O:18]>C(OC(=O)C)(=O)C.C(O)(=O)C>[C:1]([NH:8][C:9]1[S:10][C:11]([CH:14]([CH3:15])[CH3:16])=[CH:12][C:13]=1[N+:17]([O-:19])=[O:18])([C:3]([O:5][CH2:6][CH3:7])=[O:4])=[O:2]. Procedure details: 2-Ethoxalylamino-5-isopropylthiophene (6.9 g, 28.5 mol) was dissolved in 50 ml of acetic anhydride, cooled to -10° C., and treated with a solution of fuming nitric acid (1.8 g, 28.5 mmol) in 15 ml of acetic acid. After 20 minutes, the mixture was evaporated in vacuo to yield 8.4 g of crude product which was purified by chromatography on silica gel (toluene:acetone 95:5), to yield 4.8 g (57%) of 2-ethoxalylamino-5-isopropyl-3-nitrothiophene. 1H-NMR (CDCl3, δ): 1.3 (d, 6H), 1.5 (t, 3H), 3.1 (m, 1H... Reactants: FC(F)(F)c1cn(-c2c(Cl)cccc2Cl)c(CBr)n1, Oc1ccc(Br)cc1, O=C([O-])[O-], CC#N, [K+], [K+]. Product: FC(F)(F)c1cn(-c2c(Cl)cccc2Cl)c(COc2ccc(Br)cc2)n1. As a reaction SMILES: [Br:1][CH2:2][c:3]1[n:4](-[c:12]2[c:13]([Cl:19])[cH:14][cH:15][cH:16][c:17]2[Cl:18])[cH:5][c:6]([C:8]([F:9])([F:10])[F:11])[n:7]1.[Br:20][c:21]1[cH:22][cH:23][c:24]([OH:27])[cH:25][cH:26]1.[C:28](=[O:29])([O-:30])[O-:31].[CH3:34][C:35]#[N:36].[K+:32].[K+:33]>>[CH2:2]([c:3]1[n:4](-[c:12]2[c:13]([Cl:19])[cH:14][cH:15][cH:16][c:17]2[Cl:18])[cH:5][c:6]([C:8]([F:9])([F:10])[F:11])[n:7]1)[O:27][c:24]1[cH:23][cH:22][c:21]([Br:20])[cH:26][cH:25]1. Reactants: ClC1=CC(=CC=C1)C(=O)OO (m-chloroperbenzoic acid), iii, ClC(SC1=CN(C2=CC(=CC=C2C1=O)F)C)Cl (3-dichloromethylthio-7-fluoro-1-methyl-4-quinolone), ClC(S(=O)C1=CN(C2=CC(=CC=C2C1=O)F)C)Cl (3-dichloromethylsulfinyl-7-fluoro-1-methyl-4-quinolone), ii. Solvent: ClCCl (dichloromethane), ClCCl (dichloromethane). The product is ClCSC1=CN(C2=CC(=CC=C2C1=O)F)C (3-chloromethylthio-7-fluoro-1-methyl-4-quinolone), iii, ClC1=CC(=CC=C1)C(=O)OO (m-chloroperbenzoic acid), ClC(S(=O)C1=CN(C2=CC(=CC=C2C1=O)F)C)Cl (3-dichloromethylsulfinyl-7-fluoro-1-methyl-4-quinolone). As a reaction SMILES: [Cl:1][CH:2]([Cl:18])[S:3]([C:5]1[C:14](=[O:15])[C:13]2[C:8](=[CH:9][C:10]([F:16])=[CH:11][CH:12]=2)[N:7]([CH3:17])[CH:6]=1)=[O:4].ClC(Cl)SC1C(=O)C2C(=CC(F)=CC=2)N(C)C=1.[Cl:36][C:37]1[CH:42]=[CH:41][CH:40]=[C:39]([C:43]([O:45][OH:46])=[O:44])[CH:38]=1>ClCCl>[Cl:1][CH2:2][S:3][C:5]1[C:14](=[O:15])[C:13]2[C:8](=[CH:9][C:10]([F:16])=[CH:11][CH:12]=2)[N:7]([CH3:17])[CH:6]=1.[Cl:36][C:37]1[CH:42]=[CH:41][CH:40]=[C:39]([C:43]([O:45][OH:46])=[O:44])[CH:38]=1.[Cl:18][CH:2]([Cl:1])[S:3]([C:5]1[C:14](=[O:15])[C:13]2[C:8](=[CH:9][C:10]([F:16])=[CH:11][CH:12]=2)[N:7]([CH3:17])[CH:6]=1)=[O:4]. Procedure details: In another embodiment, the present invention contemplates a method for the synthesis so of 3-dichloromethylsulfinyl-7-fluoro-1-methyl-4-quinolone (dichloroflosequinan) comprising: a) providing, i) 3-dichloromethylthio-7-fluoro-1-methyl-4-quinolone, ii) dichloromethane (DCM), and iii) m-chloroperbenzoic acid (MCPBA); and b) reacting, i) 3-chloromethylthio-7-fluoro-1-methyl-4-quinolone, ii) dichloromethane (DCM), and iii) m-chloroperbenzoic acid (“MCPBA”) under conditions such that 3-dichloromethy... The reactants are BrCc1ccc2noc(-c3ccccc3)c2c1, ClCCl, N#C[K], C1COCCO1, O. The product is N#CCc1ccc2noc(-c3ccccc3)c2c1. Reaction SMILES: [Br:1][CH2:2][c:3]1[cH:4][cH:5][c:6]2[c:7]([c:8](-[c:11]3[cH:12][cH:13][cH:14][cH:15][cH:16]3)[o:9][n:10]2)[cH:17]1.[CH2:28]([Cl:29])[Cl:30].[K:18][C:19]#[N:20].[O:22]1[CH2:23][CH2:24][O:25][CH2:26][CH2:27]1.[OH2:21]>>[CH2:2]([c:3]1[cH:4][cH:5][c:6]2[c:7]([c:8](-[c:11]3[cH:12][cH:13][cH:14][cH:15][cH:16]3)[o:9][n:10]2)[cH:17]1)[C:19]#[N:20]. Reactants: CCO, COCC(=O)NC(COCc1ccccc1)C(Oc1ccc2c(cnn2-c2ccc(F)cc2)c1)c1cccc(F)c1, [H][H]. The product is COCC(=O)NC(CO)C(Oc1ccc2c(cnn2-c2ccc(F)cc2)c1)c1cccc(F)c1. RXN SMILES: [CH3:44][CH2:45][OH:46].[F:1][c:2]1[cH:3][c:4]([CH:8]([CH:9]([CH2:10][O:11][CH2:12][c:13]2[cH:14][cH:15][cH:16][cH:17][cH:18]2)[NH:19][C:20]([CH2:21][O:22][CH3:23])=[O:24])[O:25][c:26]2[cH:27][c:28]3[cH:29][n:30][n:31](-[c:35]4[cH:36][cH:37][c:38]([F:41])[cH:39][cH:40]4)[c:32]3[cH:33][cH:34]2)[cH:5][cH:6][cH:7]1.[H:42][H:43]>>[F:1][c:2]1[cH:3][c:4]([CH:8]([CH:9]([CH2:10][OH:11])[NH:19][C:20]([CH2:21][O:22][CH3:23])=[O:24])[O:25][c:26]2[cH:27][c:28]3[cH:29][n:30][n:31](-[c:35]4[cH:36][cH:37][c:38]([F:41])[cH:39][cH:40]4)[c:32]3[cH:33][cH:34]2)[cH:5][cH:6][cH:7]1.